From a dataset of the Open Reaction Database (ORD), a public repository of structured organic reaction records. describe an organic reaction: reactants, conditions, products, and yield The reactants are O=C(c1ncc[nH]1)c1ncc[nH]1, COC(=O)C(N)CN1Cc2cn[nH]c2C(C)(C)C1, O=C1Nc2ccccc2CN1C1CCNCC1, C1CCOC1. The product is COC(=O)C(CN1Cc2cn[nH]c2C(C)(C)C1)NC(=O)N1CCC(N2Cc3ccccc3NC2=O)CC1. Reaction SMILES: [C:19](=[O:20])([c:21]1[nH:22][cH:23][cH:24][n:25]1)[c:26]1[nH:27][cH:28][cH:29][n:30]1.[CH3:1][O:2][C:3]([CH:4]([CH2:5][N:6]1[CH2:7][c:8]2[c:9]([nH:14][n:15][cH:16]2)[C:10]([CH3:12])([CH3:13])[CH2:11]1)[NH2:17])=[O:18].[NH:31]1[CH2:32][CH2:33][CH:34]([N:37]2[C:38](=[O:47])[NH:39][c:40]3[cH:41][cH:42][cH:43][cH:44][c:45]3[CH2:46]2)[CH2:35][CH2:36]1.[O:48]1[CH2:49][CH2:50][CH2:51][CH2:52]1>>[CH3:1][O:2][C:3]([CH:4]([CH2:5][N:6]1[CH2:7][c:8]2[c:9]([nH:14][n:15][cH:16]2)[C:10]([CH3:12])([CH3:13])[CH2:11]1)[NH:17][C:19](=[O:20])[N:31]1[CH2:32][CH2:33][CH:34]([N:37]2[C:38](=[O:47])[NH:39][c:40]3[cH:41][cH:42][cH:43][cH:44][c:45]3[CH2:46]2)[CH2:35][CH2:36]1)=[O:18]. The reactants are CC(C)N(CCN1C(=O)C(=O)c2ccccc21)Cc1ccccc1, Cl, NNC(N)=O. Product: CC(C)N(CCN1C(=O)C(=NNC(N)=O)c2ccccc21)Cc1ccccc1. As a reaction SMILES: [CH:1]([CH3:2])([CH3:3])[N:4]([CH2:5][CH2:6][N:7]1[C:8](=[O:9])[C:10](=[O:11])[c:12]2[cH:13][cH:14][cH:15][cH:16][c:17]21)[CH2:18][c:19]1[cH:20][cH:21][cH:22][cH:23][cH:24]1.[ClH:25].[NH2:26][NH:27][C:28](=[O:29])[NH2:30]>>[CH:1]([CH3:2])([CH3:3])[N:4]([CH2:5][CH2:6][N:7]1[C:8](=[O:9])[C:10](=[N:26][NH:27][C:28](=[O:29])[NH2:30])[c:12]2[cH:13][cH:14][cH:15][cH:16][c:17]21)[CH2:18][c:19]1[cH:20][cH:21][cH:22][cH:23][cH:24]1. The reactants are COC1=NC(=CC=C1C1=CC(=NC=C1)C)C(=O)OC (Methyl 2-methoxy-2′-methyl-3,4′-bipyridine-6-carboxylate), Cl (hydrochloric acid). The solvent is O1CCOCC1 (dioxane). Product: Cl.CC1=NC=CC(=C1)C=1C(NC(=CC1)C(=O)O)=O (2′-methyl-2-oxo-1,2-dihydro-3,4′-bipyridine-6-carboxylic acid, hydrochloride salt). As a reaction SMILES: C[O:2][C:3]1[C:8]([C:9]2[CH:14]=[CH:13][N:12]=[C:11]([CH3:15])[CH:10]=2)=[CH:7][CH:6]=[C:5]([C:16]([O:18]C)=[O:17])[N:4]=1.[ClH:20]>O1CCOCC1>[ClH:20].[CH3:15][C:11]1[CH:10]=[C:9]([C:8]2[C:3](=[O:2])[NH:4][C:5]([C:16]([OH:18])=[O:17])=[CH:6][CH:7]=2)[CH:14]=[CH:13][N:12]=1 |f:3.4|. Reported procedure: Methyl 2-methoxy-2′-methyl-3,4′-bipyridine-6-carboxylate (C32) (1.25 g, 4.84 mmol) was dissolved in dioxane (40 mL) and aqueous hydrochloric acid (37%, 40 mL), and heated to reflux for 18 hours. The reaction was cooled and concentrated to dryness, azeotroped with toluene and methanol and again concentrated to dryness. This process was repeated twice and the resulting solid was triturated three times with a 1:2:0.5 mixture of ethyl acetate/heptane/methanol to give the title compound as a yellow s... Starting materials: FC1=CC=C(C=C1)CC1=CN=C2C(=C(C(NC2=C1)=O)C(=O)OCC)O (ethyl 7-[(4-fluorophenyl)methyl]-4-hydroxy-2-oxo-1,2-dihydro-1,5-naphthyridine-3-carboxylate), CC(CO)N (DL-2-amino-1-propanol). Product: FC1=CC=C(C=C1)CC1=CN=C2C(=C(C(NC2=C1)=O)C(=O)NC(CO)C)O (7-[(4-fluorophenyl)methyl]-4-hydroxy-N-(2-hydroxy-1-methylethyl)-2-oxo-1,2-dihydro-1,5-naphthyridine-3-carboxamide). RXN SMILES: [F:1][C:2]1[CH:7]=[CH:6][C:5]([CH2:8][C:9]2[CH:18]=[C:17]3[C:12]([C:13]([OH:25])=[C:14]([C:20](OCC)=[O:21])[C:15](=[O:19])[NH:16]3)=[N:11][CH:10]=2)=[CH:4][CH:3]=1.[CH3:26][CH:27]([NH2:30])[CH2:28][OH:29]>>[F:1][C:2]1[CH:7]=[CH:6][C:5]([CH2:8][C:9]2[CH:18]=[C:17]3[C:12]([C:13]([OH:25])=[C:14]([C:20]([NH:30][CH:27]([CH3:26])[CH2:28][OH:29])=[O:21])[C:15](=[O:19])[NH:16]3)=[N:11][CH:10]=2)=[CH:4][CH:3]=1. Procedure: This compound was prepared from ethyl 7-[(4-fluorophenyl)methyl]-4-hydroxy-2-oxo-1,2-dihydro-1,5-naphthyridine-3-carboxylate and DL-2-amino-1-propanol employing methods similar to those described in Example 2 and was obtained a white solid: 1H NMR (d6-DMSO) tautomers are observed δ 11.73 (1H, br s), 10.73 (1H, br s), 10.02 (1H, br s), 8.18 (0.56H, s), 8.14 (0.44H, s), 7.34-7.22 (3H, m), 7.14-7.09 (2H, m), 4.78 (1H, t, J=5 Hz), 3.98 (2H, s), 3.48-3.41 (1H, m), 3.23-3.20 (2H, m), 1.14 (0.58H, d, J... Starting materials: CC1=CC=C(C=C1)S(=O)(=O)C[N+]#[C-] (TosMIC), C(C)OC(C=CC1=CC=C(C=C1)C)=O (Ethyl-3-(4-methylphenyl)prop-2-enoate), CCOCC.CS(=O)C (ether DMSO), [H-].[Na+] (NaH). Solvent: CCOCC (ether), O (water). Reaction conditions: time 3 hour. Yields the product C(C)OC(=O)C1=CNC=C1C1=CC=C(C=C1)C (3-(Ethoxycarbonyl)-4-(4-methylphenyl)pyrrole). Isolated yield 74.5%. RXN SMILES: CC1C=CC(S([CH2:11][N+:12]#[C-:13])(=O)=O)=CC=1.[CH2:14]([O:16][C:17](=[O:27])[CH:18]=[CH:19][C:20]1[CH:25]=[CH:24][C:23]([CH3:26])=[CH:22][CH:21]=1)[CH3:15].CCOCC.CS(C)=O.[H-].[Na+]>CCOCC.O>[CH2:14]([O:16][C:17]([C:18]1[C:19]([C:20]2[CH:21]=[CH:22][C:23]([CH3:26])=[CH:24][CH:25]=2)=[CH:13][NH:12][CH:11]=1)=[O:27])[CH3:15] |f:2.3,4.5|. Procedure: A solution of TosMIC (15.7 g, 80.5 mmol) and 5 (14.6 g, 76.7 mmol) in a dry ether/DMSO (2:1) (154 mL) solution was added dropwise under argon to a stirred solution of NaH (2.39 g, 99.7 mmol) in ether (70 mL). The mixture started to reflux due to the exothermic reaction. After 3 h, water (200 mL) was carefully added to the mixture and the aqueous phase was extracted with ether and CH2Cl2. The combined organic extracts were dried (Na2SO4), concentrated, and chromatographed [silica, CH2Cl2/ethyl ac...